This data is from the Open Reaction Database (ORD), a public repository of structured organic reaction records. The task is: describe an organic reaction: reactants, conditions, products, and yield The reactants are FC(C=1C=C(C(=O)N)C=CC1)(F)F (3-(trifluoromethyl)benzamide), C(C=C)C1COCCC1=O (3-allyltetrahydro-4H-pyran-4-one), COC1=CC=C(C=N1)N1CCC(CC1)=O (1-(6-methoxypyridin-3-yl)piperidin-4-one). The product is C(C=C)C1COCCC1N1C[C@@H](CC1)NC(CNC(C1=CC(=CC=C1)C(F)(F)F)=O)=O (N-(2-{[(3R)-1-(3-allyltetrahydro-2H-pyran-4-yl)pyrrolidin-3-yl]amino}-2-oxoethyl)-3-(trifluoromethyl)benzamide). RXN SMILES: [F:1][C:2]([F:13])([F:12])[C:3]1[CH:4]=[C:5]([CH:9]=[CH:10][CH:11]=1)[C:6]([NH2:8])=[O:7].[CH2:14]([CH:17]1[C:22](=O)[CH2:21][CH2:20][O:19][CH2:18]1)[CH:15]=[CH2:16].C[O:25][C:26]1[N:31]=[CH:30][C:29]([N:32]2[CH2:37][CH2:36]C(=O)CC2)=C[CH:27]=1>>[CH2:14]([CH:17]1[CH:22]([N:32]2[CH2:37][CH2:36][C@@H:30]([NH:31][C:26](=[O:25])[CH2:27][NH:8][C:6](=[O:7])[C:5]3[CH:9]=[CH:10][CH:11]=[C:3]([C:2]([F:12])([F:13])[F:1])[CH:4]=3)[CH2:29]2)[CH2:21][CH2:20][O:19][CH2:18]1)[CH:15]=[CH2:16]. Procedure details: The title compound was synthesized in similar fashion to N-[2-{(3R)-1-[1-(6-methoxypyridin-3-yl)piperidin-4-yl]pyrrolidin-3-yl}amino)-2-oxoethyl]-3-(trifluoromethyl)benzamide, whereby 3-allyltetrahydro-4H-pyran-4-one (prepared according to WO2004041161-A2) was substituted for 1-(6-methoxypyridin-3-yl)piperidin-4-one, and was isolated as a white solid. 1H-NMR (CDCl3) δ: 1.46-1.64 (m, 4H), 2.17-2.29 (m, 5H), 2.53-2.59 (m, 2H), 2.74-2.82 (m, 1H), 3.21-3.33 (m, 2H), 3.80-3.91 (m, 2H), 4.07 (d, J=4.8...